Dataset: the Open Reaction Database (ORD), a public repository of structured organic reaction records. Task: describe an organic reaction: reactants, conditions, products, and yield The reactants are FC1=CC=C(C=O)C=C1 (4-Fluorobenzaldehyde), C(C)(=O)[O-].[Na+] (sodium acetate), C(#N)[BH3-].[Na+] (sodium cyanoborohydride), Cl.C(C)OC(C(CN)C)=O (racemic 3-amino-2-methyl-propionic acid ethyl ester hydrochloride). The solvent is CO (methanol). Conditions: temperature 25 celsius, time 20 hour. Product: C(C)OC(C(CNCC1=CC=C(C=C1)F)C)=O (rac-3-(4-fluoro-benzylamino)-2-methyl-propionic acid ethyl ester). Isolated yield 59.1%. RXN SMILES: [F:1][C:2]1[CH:9]=[CH:8][C:5]([CH:6]=O)=[CH:4][CH:3]=1.C([O-])(=O)C.[Na+].C([BH3-])#N.[Na+].Cl.[CH2:20]([O:22][C:23](=[O:28])[CH:24]([CH3:27])[CH2:25][NH2:26])[CH3:21]>CO>[CH2:20]([O:22][C:23](=[O:28])[CH:24]([CH3:27])[CH2:25][NH:26][CH2:6][C:5]1[CH:8]=[CH:9][C:2]([F:1])=[CH:3][CH:4]=1)[CH3:21] |f:1.2,3.4,5.6|. Reported procedure: 4-Fluorobenzaldehyde (0.622 mL, 5.80 mmol), sodium acetate (0.951 g, 11.6 mmol), powdered/activated 4 Å molecular sieves (2.0 g) and sodium cyanoborohydride (0.729 g, 11.6 mmol) were added sequentially to a solution of racemic 3-amino-2-methyl-propionic acid ethyl ester hydrochloride (0.972 g, 5.80 mmol) in methanol (30 mL) at 25° C. The mixture was stirred at 25° C. for 20 h, and then was filtered through Celite. The Celite was washed with methanol (2×30 mL) and the combined filtrate and washin... Starting materials: FC=1C2=C(C(=NC1N[C@H]1[C@H](CCCC1)NC(OC(C)(C)C)=O)C=1C=NN(C1)C)C(NC2)=O (tert-butyl (1S,2R)-2-(7-fluoro-4-(1-methyl-1H-pyrazol-4-yl)-3-oxo-2,3-dihydro-1H-pyrrolo[3,4-c]pyridin-6-ylamino)cyclohexylcarbamate), C(=O)(C(F)(F)F)O (TFA). The solvent is C(Cl)Cl (DCM). The product is C(=O)(C(F)(F)F)O (TFA), N[C@@H]1[C@@H](CCCC1)NC1=C(C2=C(C(=N1)C=1C=NN(C1)C)C(NC2)=O)F (6-((1R,2S)-2-Aminocyclohexylamino)-7-fluoro-4-(1-methyl-1H-pyrazol-4-yl)-1H-pyrrolo[3,4-c]pyridin-3(2H)-one). Isolated yield 59.8%. As a reaction SMILES: [F:1][C:2]1[C:3]2[CH2:31][NH:30][C:29](=[O:32])[C:4]=2[C:5]([C:23]2[CH:24]=[N:25][N:26]([CH3:28])[CH:27]=2)=[N:6][C:7]=1[NH:8][C@@H:9]1[CH2:14][CH2:13][CH2:12][CH2:11][C@@H:10]1[NH:15]C(=O)OC(C)(C)C.[C:33]([OH:39])([C:35]([F:38])([F:37])[F:36])=[O:34]>C(Cl)Cl>[C:33]([OH:39])([C:35]([F:38])([F:37])[F:36])=[O:34].[NH2:15][C@H:10]1[CH2:11][CH2:12][CH2:13][CH2:14][C@H:9]1[NH:8][C:7]1[N:6]=[C:5]([C:23]2[CH:24]=[N:25][N:26]([CH3:28])[CH:27]=2)[C:4]2[C:29](=[O:32])[NH:30][CH2:31][C:3]=2[C:2]=1[F:1]. Procedure details: A solution of tert-butyl (1S,2R)-2-(7-fluoro-4-(1-methyl-1H-pyrazol-4-yl)-3-oxo-2,3-dihydro-1H-pyrrolo[3,4-c]pyridin-6-ylamino)cyclohexylcarbamate (15 mg, 0.034 mmol) and TFA (0.5 mL, 6.49 mmol) in DCM (0.5 mL) was stirred at RT for 30 min. The reaction mixture was concentrated and the resulting residue was purified by preparative HPLC to give a TFA salt of the title compound (7 mg, 60.2%). 1H NMR (500 MHz, DMSO-d6) δ ppm 1.37-2.01 (m, 8 H), 3.67 (br s, 1 H), 3.89 (s, 3 H), 4.32-4.43 (m, 2 H), 4... Yield: 119.2%. RXN SMILES: CN1CCCC1=O.[C:8]([NH:12][C:13]1[C:18]([F:19])=[CH:17][C:16]([F:20])=[C:15](F)[N:14]=1)([CH3:11])([CH3:10])[CH3:9].[CH2:22]([NH2:29])[C:23]1[CH:28]=[CH:27][CH:26]=[CH:25][CH:24]=1>C(Cl)(Cl)Cl>[CH2:22]([NH:29][C:15]1[C:16]([F:20])=[CH:17][C:18]([F:19])=[C:13]([NH:12][C:8]([CH3:11])([CH3:10])[CH3:9])[N:14]=1)[C:23]1[CH:28]=[CH:27][CH:26]=[CH:25][CH:24]=1. Reaction conditions: temperature 160 celsius, time 1 day. Product: C(C1=CC=CC=C1)NC1=NC(=C(C=C1F)F)NC(C)(C)C (2-benzylamino-6-(t-butylamino)-3,5-difluoropyridine). The solvent is C(Cl)(Cl)Cl (chloroform). Procedure details: To 20 ml of N-methylpyrrolidone were added 9.7 g of 2-(t-butylamino)-3,5,6-trifluoropyridine together with 15.5 g of benzylamine, and the mixture was stirred at 160° C. for one day and allowed to cool. After adding 50 ml of chloroform, the mixture was washed three times with 500 ml of distilled water. The chloroform layer was dried over anhydrous magnesium sulfate and concentrated under reduced pressure to obtain about 16.5 g of the title compound as a dark green oil. The reactants are CN1C(CCC1)=O (N-methylpyrrolidone), C(C)(C)(C)NC1=NC(=C(C=C1F)F)F (2-(t-butylamino)-3,5,6-trifluoropyridine), C(C1=CC=CC=C1)N (benzylamine). Starting materials: CN(C)C=O, CCN(C(C)C)C(C)C, CCOC(=O)c1nc(Cl)c2ccccc2n1, [I-], [K+], Nc1cc[nH]n1, O. Product: CCOC(=O)c1nc(Nc2cc[nH]n2)c2ccccc2n1. Reaction SMILES: [CH3:34][N:35]([CH3:36])[CH:37]=[O:38].[CH:25]([N:26]([CH2:27][CH3:28])[CH:29]([CH3:30])[CH3:31])([CH3:32])[CH3:33].[Cl:1][c:2]1[n:3][c:4]([C:12](=[O:13])[O:14][CH2:15][CH3:16])[n:5][c:6]2[cH:7][cH:8][cH:9][cH:10][c:11]12.[I-:24].[K+:23].[NH2:17][c:18]1[n:19][nH:20][cH:21][cH:22]1.[OH2:39]>>[c:2]1([NH:17][c:18]2[n:19][nH:20][cH:21][cH:22]2)[n:3][c:4]([C:12](=[O:13])[O:14][CH2:15][CH3:16])[n:5][c:6]2[cH:7][cH:8][cH:9][cH:10][c:11]12. Reactants: O (Water), CS(=O)(=O)O (methanesulphonic acid), FC1=CC=CC=2C3=C(N(C12)C)CCN(C3=O)CC=3N=CNC3C (6-fluoro-2,3,4,5-tetrahydro-5-methyl-2-[(5-methyl-1H-imidazol-4-yl)methyl]-1H-pyrido[4,3-b]indol-1-one). Solvent: C(CC)O (propan-1-ol). Run at temperature 65 celsius. Yields the product O.O.CS(=O)(=O)O.FC1=CC=CC=2C3=C(N(C12)C)CCN(C3=O)CC=3N=CNC3C (6-Fluoro-2,3,4,5-tetrahydro-5-methyl-2-[(5-methyl-1H-imidazol-4-yl)methyl]-1H-pyrido[4,3-b]indol-1-one methanesulphonate dihydrate). Reaction SMILES: O.[CH3:2][S:3]([OH:6])(=[O:5])=[O:4].[F:7][C:8]1[C:16]2[N:15]([CH3:17])[C:14]3[CH2:18][CH2:19][N:20]([CH2:23][C:24]4[N:25]=[CH:26][NH:27][C:28]=4[CH3:29])[C:21](=[O:22])[C:13]=3[C:12]=2[CH:11]=[CH:10][CH:9]=1>C(O)CC>[OH2:4].[OH2:22].[CH3:2][S:3]([OH:6])(=[O:5])=[O:4].[F:7][C:8]1[C:16]2[N:15]([CH3:17])[C:14]3[CH2:18][CH2:19][N:20]([CH2:23][C:24]4[N:25]=[CH:26][NH:27][C:28]=4[CH3:29])[C:21](=[O:22])[C:13]=3[C:12]=2[CH:11]=[CH:10][CH:9]=1 |f:4.5.6.7|. Procedure details: Water (0.29 l) and methanesulphonic acid (0.23 l) was added to a suspension of 6-fluoro-2,3,4,5-tetrahydro-5-methyl-2-[(5-methyl-1H-imidazol-4-yl)methyl]-1H-pyrido[4,3-b]indol-1-one (1.04 kg) in propan-1-ol (7.4 l). The mixture was heated to about 65° C. to give a clear solution, which was filtered, and the filter rinsed with propan-1-ol. The combined filtrate and wash were cooled to about 15° C. and diisopropyl ether (7.9 l) was added to the resulting suspension. The mixture was cooled to 5° C.... Starting materials: ClCCCBr, Cc1ccc2c(-c3n[nH]c(=S)n3C)cccc2n1, [H-], [Na+]. The product is Cc1ccc2c(-c3nnc(SCCCCl)n3C)cccc2n1. RXN SMILES: [Br:21][CH2:22][CH2:23][CH2:24][Cl:25].[CH3:3][n:4]1[c:5](=[S:20])[nH:6][n:7][c:8]1-[c:9]1[c:10]2[cH:11][cH:12][c:13]([CH3:19])[n:14][c:15]2[cH:16][cH:17][cH:18]1.[H-:1].[Na+:2]>>[CH3:3][n:4]1[c:5]([S:20][CH2:22][CH2:23][CH2:24][Cl:25])[n:6][n:7][c:8]1-[c:9]1[c:10]2[cH:11][cH:12][c:13]([CH3:19])[n:14][c:15]2[cH:16][cH:17][cH:18]1. The reactants are C1(=CC=CC=C1)P(=O)(C1=CC=CC=C1)OC=1[C@@H]([C@@H]2N(C1C(=O)OCC1=CC=C(C=C1)[N+](=O)[O-])C([C@@H]2[C@@H](C)O)=O)C (p-nitrobenzyl (1R,5S,6S)-2-(diphenylphosphoryloxy)-6-[(R)-1-hydroxyethyl]-1-methylcarbapen-2-em-3-carboxylate), C(C)(C)N(CC)C(C)C (diisopropylethylamine), C(C)(=O)SC1CN(C1)C=1SC=C(N1)C(=O)N1CCN(CC1)C (3-acetylthio-1-[4-(4-methylpiperazine-1-carbonyl)-1,3-thiazol-2-yl]azetidine), C(C)(=O)O.NN (hydrazine acetate), C(O)([O-])=O.[Na+] (sodium hydrogencarbonate). Run in C(C)#N (acetonitrile), CN(C=O)C (dimethylformamide), C(C)(=O)OCC (ethyl acetate). Run at time 1 hour. Product: CN1CCN(CC1)C(=O)C=1N=C(SC1)N1CC(C1)SC=1[C@@H]([C@H]2N(C1C(=O)OCC1=CC=C(C=C1)[N+](=O)[O-])C([C@@H]2[C@@H](C)O)=O)C (p-nitrobenzyl (1R,5S,6S)-2-{1-[4-(4-methylpiperazine-1-carbonyl)-1,3-thiazol-2-yl]azetidin-3-yl}thio-6-[(R)-1-hydroxyethyl]-1-methylcarbapen-2-em-3-carboxylate). Yield: 32.4%. As a reaction SMILES: C([S:4][CH:5]1[CH2:8][N:7]([C:9]2[S:10][CH:11]=[C:12]([C:14]([N:16]3[CH2:21][CH2:20][N:19]([CH3:22])[CH2:18][CH2:17]3)=[O:15])[N:13]=2)[CH2:6]1)(=O)C.C(O)(=O)C.NN.C1(P(O[C:44]2[C@H:45]([CH3:68])[C@H:46]3[C@@H:63]([C@H:64]([OH:66])[CH3:65])[C:62](=[O:67])[N:47]3[C:48]=2[C:49]([O:51][CH2:52][C:53]2[CH:58]=[CH:57][C:56]([N+:59]([O-:61])=[O:60])=[CH:55][CH:54]=2)=[O:50])(C2C=CC=CC=2)=O)C=CC=CC=1.C(N(C(C)C)CC)(C)C.C(=O)([O-])O.[Na+]>CN(C)C=O.C(#N)C.C(OCC)(=O)C>[CH3:22][N:19]1[CH2:20][CH2:21][N:16]([C:14]([C:12]2[N:13]=[C:9]([N:7]3[CH2:8][CH:5]([S:4][C:44]4[C@H:45]([CH3:68])[C@@H:46]5[C@@H:63]([C@H:64]([OH:66])[CH3:65])[C:62](=[O:67])[N:47]5[C:48]=4[C:49]([O:51][CH2:52][C:53]4[CH:58]=[CH:57][C:56]([N+:59]([O-:61])=[O:60])=[CH:55][CH:54]=4)=[O:50])[CH2:6]3)[S:10][CH:11]=2)=[O:15])[CH2:17][CH2:18]1 |f:1.2,5.6|. Procedure details: To a solution of 3-acetylthio-1-[4-(4-methylpiperazine-1-carbonyl)-1,3-thiazol-2-yl]azetidine (1.35 g, 3.97 mmol) (obtained as described in Reference Example 30) in dimethylformamide (40 ml) was added hydrazine acetate (438 mg, 4.76 mmol) at room temperature under an atmosphere of nitrogen and the mixture was stirred for 1 hour. After checking the completion of the reaction, a solution of p-nitrobenzyl (1R,5S,6S)-2-(diphenylphosphoryloxy)-6-[(R)-1-hydroxyethyl]-1-methylcarbapen-2-em-3-carboxylat...